Dataset: the Open Reaction Database (ORD), a public repository of structured organic reaction records. Task: describe an organic reaction: reactants, conditions, products, and yield Starting materials: CN(C)C=O, ClCCCBr, [H-], Nc1ccccc1O, [Na+], O. The product is Nc1ccccc1OCCCCl. Reaction SMILES: [CH3:17][N:18]([CH3:19])[CH:20]=[O:21].[Cl:11][CH2:12][CH2:13][CH2:14][Br:15].[H-:1].[NH2:3][c:4]1[cH:5][cH:6][cH:7][cH:8][c:9]1[OH:10].[Na+:2].[OH2:16]>>[NH2:3][c:4]1[cH:5][cH:6][cH:7][cH:8][c:9]1[O:10][CH2:14][CH2:13][CH2:12][Cl:11]. Reactants: OB(O)c1ccc(F)cc1F, COc1ccc2c(C(=O)c3ccc(OCCN4CCCCC4)cc3)c(-c3ccc(F)cc3F)ccc2c1, COc1ccc2c(C(=O)c3ccc(OCCN4CCCCCC4)cc3)c(OS(=O)(=O)C(F)(F)F)ccc2c1. Product: COc1ccc2c(C(=O)c3ccc(OCCN4CCCCCC4)cc3)c(-c3ccc(F)cc3F)ccc2c1. RXN SMILES: [F:39][c:40]1[c:41]([B:47]([OH:48])[OH:49])[cH:42][cH:43][c:44]([F:46])[cH:45]1.[F:50][c:51]1[cH:52][c:53]([F:54])[cH:55][cH:56][c:57]1-[c:58]1[cH:59][cH:60][c:61]2[c:62]([cH:63][cH:64][c:65]([O:66][CH3:67])[cH:68]2)[c:69]1[C:70]([c:71]1[cH:72][cH:73][c:74]([O:75][CH2:76][CH2:77][N:78]2[CH2:79][CH2:80][CH2:81][CH2:82][CH2:83]2)[cH:84][cH:85]1)=[O:86].[N:1]1([CH2:8][CH2:9][O:10][c:11]2[cH:12][cH:13][c:14]([C:15](=[O:16])[c:17]3[c:18]([O:29][S:30]([C:31]([F:32])([F:33])[F:34])(=[O:35])=[O:36])[cH:19][cH:20][c:21]4[cH:22][c:23]([O:27][CH3:28])[cH:24][cH:25][c:26]34)[cH:37][cH:38]2)[CH2:2][CH2:3][CH2:4][CH2:5][CH2:6][CH2:7]1>>[N:1]1([CH2:8][CH2:9][O:10][c:11]2[cH:12][cH:13][c:14]([C:15](=[O:16])[c:17]3[c:18](-[c:41]4[c:40]([F:39])[cH:45][c:44]([F:46])[cH:43][cH:42]4)[cH:19][cH:20][c:21]4[cH:22][c:23]([O:27][CH3:28])[cH:24][cH:25][c:26]34)[cH:37][cH:38]2)[CH2:2][CH2:3][CH2:4][CH2:5][CH2:6][CH2:7]1. Starting materials: [Sn](Cl)(Cl)(Cl)Cl (tin chloride), crude mixture, CCCCCC.C(C)(=O)OCC (hexane ethyl acetate), mixture, BrC1=C(C(=CC(=C1Br)[N+](=O)[O-])F)CC#N ((2,3-dibromo-6-fluoro-4-nitro-phenyl)-acetonitrile), O.O.[Sn](Cl)Cl (tin (II) chloride dihydrate). Run in C(C)O (ethanol), C(C)O (ethanol). Reaction conditions: temperature 75 celsius. Yields the product NC1=C(C(=C(C(=C1)F)CC#N)Br)Br ((4-Amino-2,3-dibromo-6-fluoro-phenyl)-acetonitrile). As a reaction SMILES: [Br:1][C:2]1[C:7]([Br:8])=[C:6]([N+:9]([O-])=O)[CH:5]=[C:4]([F:12])[C:3]=1[CH2:13][C:14]#[N:15].O.O.[Sn](Cl)Cl.[Sn](Cl)(Cl)(Cl)Cl.CCCCCC.C(OCC)(=O)C>C(O)C>[NH2:9][C:6]1[CH:5]=[C:4]([F:12])[C:3]([CH2:13][C:14]#[N:15])=[C:2]([Br:1])[C:7]=1[Br:8] |f:1.2.3,5.6|. Procedure: Twenty-four grams of a mixture containing (2,3-dibromo-6-fluoro-4-nitro-phenyl)-acetonitrile was dissolved in ethanol (500 mL) and tin (II) chloride dihydrate (85 g) was added. The mixture was stirred and heated at 75° C. for 5 h. 10 g more tin chloride was added and the mixture was heated at reflux for 30 additional minutes. The solution was cooled and most of the ethanol was removed in vacuo. The reaction mixture was diluted to a volume of 600 mL with ethyl acetate and 100 mL water was added. ...